Dataset: the Open Reaction Database (ORD), a public repository of structured organic reaction records. Task: describe an organic reaction: reactants, conditions, products, and yield Starting materials: C(CC(O)(C(=O)O)CC(=O)O)(=O)O (citric acid), [H-].[Na+] (Sodium hydride), C(C1=CC=CO1)O (furfurylalcohol), ClC1=CC=C(S1)S(=O)(=O)NC1=NC(=CN=C1Br)Cl (5-chloro-N-(3-bromo-6-chloro-2-pyrazinyl)-2-thiophenesulphonamide). Run in COCCOC (1,2-dimethoxyethane). Conditions: temperature 40 celsius, time 16 hour. Product: ClC1=CC=C(S1)S(=O)(=O)NC1=NC(=CN=C1OCC=1OC=CC1)Cl (5-Chloro-N-[6-chloro-3-(2-furanylmethoxy)-2-pyrazinyl]-2-thiophenesulphonamide). Isolated yield 28.7%. As a reaction SMILES: [H-].[Na+].[CH2:3]([OH:9])[C:4]1[O:8][CH:7]=[CH:6][CH:5]=1.[Cl:10][C:11]1[S:15][C:14]([S:16]([NH:19][C:20]2[C:25](Br)=[N:24][CH:23]=[C:22]([Cl:27])[N:21]=2)(=[O:18])=[O:17])=[CH:13][CH:12]=1.C(O)(=O)CC(CC(O)=O)(C(O)=O)O>COCCOC>[Cl:10][C:11]1[S:15][C:14]([S:16]([NH:19][C:20]2[C:25]([O:9][CH2:3][C:4]3[O:8][CH:7]=[CH:6][CH:5]=3)=[N:24][CH:23]=[C:22]([Cl:27])[N:21]=2)(=[O:18])=[O:17])=[CH:13][CH:12]=1 |f:0.1|. Procedure details: Sodium hydride (0.04 g of a 60% dispersion in oil) was added to furfurylalcohol (0.034 g) in 1,2-dimethoxyethane (1.0 mL). After 5 minutes 5-chloro-N-(3-bromo-6-chloro-2-pyrazinyl)-2-thiophenesulphonamide (0.1 g) was added and the mixture heated at 40° C. After 16 h, 5% aqueous citric acid (5.0 mL) was added and the mixture extracted with ethyl acetate (2×20 mL). The combined extracts were washed with brine, dried (MgSO4) and the solvent evaporated. Chromatography on silica gel eluting with dich... Reactants: OCC1N(CCCC1)CCNC1=CC=C(C=2C(C3=C(C=CC(=C3C(C12)=O)O)O)=O)NCCN1C(CCCC1)CO (1,4-Bis-{[2-(2-hydroxymethylpiperidine-1-yl)ethyl]amino}-5,8-dihydroxy-anthracene-9,10-dione), C(Cl)Cl (CH2Cl2), C1=CC=C(C=C1)P(C2=CC=CC=C2)C3=CC=CC=C3 (Ph3P), C(Cl)(Cl)(Cl)Cl (CCl4). Run at time 5 hour. Product: ClCC1N(CCCC1)CCNC1=CC=C(C=2C(C3=C(C=CC(=C3C(C12)=O)O)O)=O)NCCN1C(CCCC1)CCl (1,4-Bis-{[2-(2-chloromethylpiperidin-1-yl)ethyl]amino}-5,8-dihydroxyanthracene-9,10-dione). The yield is 78.0%. As a reaction SMILES: O[CH2:2][CH:3]1[CH2:8][CH2:7][CH2:6][CH2:5][N:4]1[CH2:9][CH2:10][NH:11][C:12]1[C:25]2[C:24](=[O:26])[C:23]3[C:18](=[C:19]([OH:28])[CH:20]=[CH:21][C:22]=3[OH:27])[C:17](=[O:29])[C:16]=2[C:15]([NH:30][CH2:31][CH2:32][N:33]2[CH2:38][CH2:37][CH2:36][CH2:35][CH:34]2CO)=[CH:14][CH:13]=1.C1C=CC(P(C2C=CC=CC=2)C2C=CC=CC=2)=CC=1.[C:60]([Cl:64])(Cl)(Cl)Cl.C(Cl)[Cl:66]>>[Cl:66][CH2:2][CH:3]1[CH2:8][CH2:7][CH2:6][CH2:5][N:4]1[CH2:9][CH2:10][NH:11][C:12]1[C:25]2[C:24](=[O:26])[C:23]3[C:18](=[C:19]([OH:28])[CH:20]=[CH:21][C:22]=3[OH:27])[C:17](=[O:29])[C:16]=2[C:15]([NH:30][CH2:31][CH2:32][N:33]2[CH2:38][CH2:37][CH2:36][CH2:35][CH:34]2[CH2:60][Cl:64])=[CH:14][CH:13]=1. Procedure details: The method follows that of CAQ39 using HAQ105 (60 mg, 0.109 mmol), Ph3P (171.5 mg, 0.654 mmol), CCl4 (190 μL, 1.96 mmol) and dry CH2Cl2 (5 mL). The reaction was stopped after 5 hours of reflux. The product (CAQ190M) was afforded as a dark blue powder (49.8 mg, 78%). M.p. decompose>300° C.; δH (250 MHz; DMSO); 1.5-1.65 (m, 4H, 4×ring-H), 1.75-2.15 (m, 10H, 10×ring-H), 3.4-3.8 (m, 8H, 2×HNCH2CH2N and 4×ring-H), 4-4.1 (q, 4H, 2×HNCH2CH2N), 4.15 (2×d, 4H, 2×NCHCH2Cl) 7.2 (s, 2H, C(2)H and C(3)H), 7.... Reactants: CS(C)=O, [K+], [K+], O=C([O-])[O-], Cc1cc(C2OCCO2)ccc1Oc1cnc(C#N)cn1, OO. The product is Cc1cc(C2OCCO2)ccc1Oc1cnc(C(N)=O)cn1. As a reaction SMILES: [CH3:30][S:31]([CH3:32])=[O:33].[K+:22].[K+:23].[O-:24][C:25]([O-:26])=[O:27].[O:1]1[CH:2]([c:6]2[cH:7][c:8]([CH3:21])[c:9]([O:10][c:11]3[n:12][cH:13][c:14]([C:17]#[N:18])[n:15][cH:16]3)[cH:19][cH:20]2)[O:3][CH2:4][CH2:5]1.[OH:28][OH:29]>>[O:1]1[CH:2]([c:6]2[cH:7][c:8]([CH3:21])[c:9]([O:10][c:11]3[n:12][cH:13][c:14]([C:17]([NH2:18])=[O:24])[n:15][cH:16]3)[cH:19][cH:20]2)[O:3][CH2:4][CH2:5]1. The reactants are ClC=1C(=CC(=C(N)C1)[N+](=O)[O-])OC(C(F)F)(F)F (5-chloro-2-nitro-4-(1',1',2',2'-tetrafluoroethoxy)aniline), [N+](=O)([O-])C1=C(N)C=CC=C1 (o-nitroaniline), ClCl (chlorine), C1(=C(C=CC=C1)N)N (o-phenylenediamine). The reagents and catalysts are [Fe] (iron). The solvent is C(C)(=O)OCC (ethyl acetate), C(C)(=O)O (acetic acid), C(C)(=O)O (acetic acid), O (water), C(Cl)(Cl)Cl (chloroform), C(C)(=O)OCC (ethyl acetate). Conditions: temperature 50 celsius, time 20 minute. Product: ClC=1C=C(C(=CC1OC(C(F)F)(F)F)N)N (4-chloro-5-(1',1',2',2'-tetrafluoroethoxy)-1,2-benzenediamine). As a reaction SMILES: [Cl:1][C:2]1[C:3]([O:12][C:13]([F:18])([F:17])[CH:14]([F:16])[F:15])=[CH:4][C:5]([N+:9]([O-])=O)=[C:6]([CH:8]=1)[NH2:7].[N+](C1C=CC=CC=1N)([O-])=O.ClCl.C1(N)C=CC=CC=1N>C(OCC)(=O)C.C(O)(=O)C.C(Cl)(Cl)Cl.[Fe].O>[Cl:1][C:2]1[CH:8]=[C:6]([NH2:7])[C:5]([NH2:9])=[CH:4][C:3]=1[O:12][C:13]([F:18])([F:17])[CH:14]([F:15])[F:16]. Procedure: 5.6 Grams of 5-chloro-2-nitro-4-(1',1',2',2'-tetrafluoroethoxy)aniline [i.e. the o-nitroaniline compound (VI) containing chlorine as the substituent X] was dissolved in a mixed solvent of 25 ml of ethyl acetate and 25 ml of acetic acid. The resulting solution was dropwise added to a suspension of 4.7 g of iron powders in a mixed solution of 5 ml of acetic acid and 50 ml of water while maintaining the temperature at 50° C. Thereafter, stirring was continued for 20 minutes at 50° C. to 60° C. The ... Starting materials: CSC1=[N+]2Cc3ccccc3CC2CS1, [I-], Nc1cccnn1. Yields the product c1cnnc(N=C2SCC3Cc4ccccc4CN23)c1. Reaction SMILES: [CH3:2][S:3][C:4]1=[N+:8]2[CH:7]([CH2:6][S:5]1)[CH2:16][c:15]1[c:10]([cH:11][cH:12][cH:13][cH:14]1)[CH2:9]2.[I-:1].[NH2:17][c:18]1[n:19][n:20][cH:21][cH:22][cH:23]1>>[C:4]1(=[N:17][c:18]2[n:19][n:20][cH:21][cH:22][cH:23]2)[S:5][CH2:6][CH:7]2[N:8]1[CH2:9][c:10]1[cH:11][cH:12][cH:13][cH:14][c:15]1[CH2:16]2. The reactants are CCOC(=O)/N=N/C(=O)OCC (DEAD), [Si](C)(C)(C(C)(C)C)OC=1C=CC=C2C=CC(=NC12)C1=NN=C2N1C=CC(=C2)CO ((3-(8-(tert-butyldimethylsilyloxy)quinolin-2-yl)-[1,2,4]triazolo[4,3-a]pyridin-7-yl)methanol), C1(NC(C2=CC=CC=C12)=O)=O (isoindoline-1,3-dione), C1(=CC=CC=C1)P(C1=CC=CC=C1)C1=CC=CC=C1 (triphenylphosphine). Solvent: C1CCOC1 (THF). Run at time 3 hour. Yields the product [Si](C)(C)(C(C)(C)C)OC=1C=CC=C2C=CC(=NC12)C1=NN=C2N1C=CC(=C2)CN2C(C1=CC=CC=C1C2=O)=O (2-((3-(8-(tert-butyldimethylsilyloxy)quinolin-2-yl)-[1,2,4]triazolo[4,3-a]pyridin-7-yl)methyl)isoindoline-1,3-dione). Reaction SMILES: CCOC(/N=N/C(OCC)=O)=O.[Si:13]([O:20][C:21]1[CH:22]=[CH:23][CH:24]=[C:25]2[C:30]=1[N:29]=[C:28]([C:31]1[N:35]3[CH:36]=[CH:37][C:38]([CH2:40]O)=[CH:39][C:34]3=[N:33][N:32]=1)[CH:27]=[CH:26]2)([C:16]([CH3:19])([CH3:18])[CH3:17])([CH3:15])[CH3:14].[C:42]1(=[O:52])[C:50]2[C:45](=[CH:46][CH:47]=[CH:48][CH:49]=2)[C:44](=[O:51])[NH:43]1.C1(P(C2C=CC=CC=2)C2C=CC=CC=2)C=CC=CC=1>C1COCC1>[Si:13]([O:20][C:21]1[CH:22]=[CH:23][CH:24]=[C:25]2[C:30]=1[N:29]=[C:28]([C:31]1[N:35]3[CH:36]=[CH:37][C:38]([CH2:40][N:43]4[C:44](=[O:51])[C:45]5[C:50](=[CH:49][CH:48]=[CH:47][CH:46]=5)[C:42]4=[O:52])=[CH:39][C:34]3=[N:33][N:32]=1)[CH:27]=[CH:26]2)([C:16]([CH3:17])([CH3:18])[CH3:19])([CH3:14])[CH3:15]. Procedure details: DEAD (0.6524 mL, 4.143 mmol) was added to a solution of (3-(8-(tert-butyldimethylsilyloxy)quinolin-2-yl)-[1,2,4]triazolo[4,3-a]pyridin-7-yl)methanol (1.123 g, 2.762 mmol), isoindoline-1,3-dione (0.6096 g, 4.143 mmol) and triphenylphosphine (1.087 g, 4.143 mmol) in THF (20 mL) at 0° C. Following addition, the cold bath was removed and the reaction stirred at ambient temperature for 3 hours. The crude reaction was concentrated and the residue was purified by flash column chromatography (eluting wi... Starting materials: CC1(C(C1C=C1CCCC1)C(=O)Cl)C (2,2-dimethyl-3-cyclopentylidenemethyl-cyclopropane-1-carboxylic acid chloride), 1S-hydroxy-2-methyl-3-allyl-4-methylene-cyclopent-2-ene, C1=CC=CC=C1 (benzene), C1=CC=CC=C1 (benzene), O (water). Solvent: N1=CC=CC=C1 (pyridine). Reaction conditions: temperature 20 celsius, time 17 hour. The product is CC1([C@@H]([C@@H]1C=C1CCCC1)C(=O)OC1C(=C(C(C1)=C)CC=C)C)C (2-methyl-3-allyl-4-methylene-cyclopent-2-ene-1-yl (1R,cis) 2,2-dimethyl-3-cyclopentylidenemethyl-cyclopropane-1-carboxylate). As a reaction SMILES: [CH3:1][C:2]1([CH3:14])[CH:4]([CH:5]=[C:6]2[CH2:10][CH2:9][CH2:8][CH2:7]2)[CH:3]1[C:11](Cl)=[O:12].[OH2:15].[CH:16]1[CH:21]=[CH:20][CH:19]=[CH:18][CH:17]=1>N1C=CC=CC=1>[CH3:1][C:2]1([CH3:14])[C@@H:4]([CH:5]=[C:6]2[CH2:10][CH2:9][CH2:8][CH2:7]2)[C@H:3]1[C:11]([O:15][CH:4]1[CH2:3][C:2](=[CH2:1])[C:19]([CH2:20][CH:21]=[CH2:16])=[C:18]1[CH3:17])=[O:12]. Reported procedure: A solution of 7.08 g of (1R, trans) 2,2-dimethyl-3-cyclopentylidenemethyl-cyclopropane-1-carboxylic acid chloride in 3 ml of benzene was added over 10 minutes at 28° C. to a suspension of 5 g of 1S-hydroxy-2-methyl-3-allyl-4-methylene-cyclopent-2-ene in 15 ml of benzene and 2.96 ml of pyridine and the mixture was stirred at 20° C. for 17 hours. 20 ml of water were added to the mixture which was stirred for 10 minutes and the decanted aqueous phase was extracted with benzene. The combined organic... Starting materials: ClC=1C=C2C(CCOC2=CC1OC1=CC=C(C(=O)O)C=C1)C(=O)OCC (4-(6-chloro-4-(ethoxycarbonyl)chroman-7-yloxy)benzoic acid), ClC1=CC=C(C=C1)C1CCC(CC1)N (4-(4-chlorophenyl)cyclohexanamine), Cl.C(C)N=C=NCCCN(C)C (N1-((ethylimino)methylene)-N3,N3-dimethylpropane-1,3-diamine hydrochloride). Reagents/catalysts: CN(C1=CC=NC=C1)C (N,N-dimethylpyridin-4-amine). Solvent: CN(C)C=O (DMF), CCOC(=O)C (EtOAc). Conditions: time 8 hour. Yields the product ClC=1C=C2C(CCOC2=CC1OC1=CC=C(C=C1)C(NC1CCC(CC1)C1=CC=C(C=C1)Cl)=O)C(=O)OCC (ethyl 6-chloro-7-(4-(4-(4-chlorophenyl)cyclohexylcarbamoyl)phenoxy)chroman-4-carboxylate). Yield: 88.0%. Reaction SMILES: [Cl:1][C:2]1[CH:3]=[C:4]2[C:9](=[CH:10][C:11]=1[O:12][C:13]1[CH:21]=[CH:20][C:16]([C:17](O)=[O:18])=[CH:15][CH:14]=1)[O:8][CH2:7][CH2:6][CH:5]2[C:22]([O:24][CH2:25][CH3:26])=[O:23].[Cl:27][C:28]1[CH:33]=[CH:32][C:31]([CH:34]2[CH2:39][CH2:38][CH:37]([NH2:40])[CH2:36][CH2:35]2)=[CH:30][CH:29]=1.Cl.C(N=C=NCCCN(C)C)C>CN(C)C1C=CN=CC=1.CN(C=O)C.CCOC(C)=O>[Cl:1][C:2]1[CH:3]=[C:4]2[C:9](=[CH:10][C:11]=1[O:12][C:13]1[CH:21]=[CH:20][C:16]([C:17](=[O:18])[NH:40][CH:37]3[CH2:38][CH2:39][CH:34]([C:31]4[CH:30]=[CH:29][C:28]([Cl:27])=[CH:33][CH:32]=4)[CH2:35][CH2:36]3)=[CH:15][CH:14]=1)[O:8][CH2:7][CH2:6][CH:5]2[C:22]([O:24][CH2:25][CH3:26])=[O:23] |f:2.3|. Procedure details: To a solution of 4-(6-chloro-4-(ethoxycarbonyl)chroman-7-yloxy)benzoic acid (0.050 g, 0.13 mmol), N,N-dimethylpyridin-4-amine (0.0016 g, 0.013 mmol), and 4-(4-chlorophenyl)cyclohexanamine (0.042 g, 0.20 mmol) in DMF (1 ml) was added N1-((ethylimino)methylene)-N3,N3-dimethylpropane-1,3-diamine hydrochloride (0.031 g, 0.16 mmol), and the reaction was stirred overnight at ambient temperature. The reaction was diluted with EtOAc and washed with 1M hydrochloric acid, saturated sodium bicarbonate, and...